From a dataset of the Open Reaction Database (ORD), a public repository of structured organic reaction records. describe an organic reaction: reactants, conditions, products, and yield Reactants: C(C)(C)(C)OC(NC1=NC=C(C=C1Br)[N+](=O)[O-])=O ((3-Bromo-5-nitro-pyridin2-yl)-carbamic acid tert-butyl ester), [Sn](Cl)(Cl)(Cl)Cl (tin chloride). Run in CCO (EtOH). Run at temperature 40 celsius, time 2 hour. Yields the product C(C)(C)(C)OC(NC1=NC=C(C=C1Br)N)=O ((5-amino-3-bromo-pyridin-2-yl)-carbamic acid tert-butyl ester). Isolated yield 95.2%. Reaction SMILES: [C:1]([O:5][C:6](=[O:18])[NH:7][C:8]1[C:13]([Br:14])=[CH:12][C:11]([N+:15]([O-])=O)=[CH:10][N:9]=1)([CH3:4])([CH3:3])[CH3:2].[Sn](Cl)(Cl)(Cl)Cl>CCO>[C:1]([O:5][C:6](=[O:18])[NH:7][C:8]1[C:13]([Br:14])=[CH:12][C:11]([NH2:15])=[CH:10][N:9]=1)([CH3:4])([CH3:2])[CH3:3]. Reported procedure: (3-Bromo-5-nitro-pyridin2-yl)-carbamic acid tert-butyl ester (100 mg, 0.31 mmol) and tin chloride (298 mg, 1.57 mmol) were dissolved in EtOH (3 mL), and stirred for 2 h at 40° C. The reaction solution was quenched with 2M NaOH, diluted with EtOAc, and filtered through an Extrelut column. The column was washed with EtOAc, and the filtrate was concentrated to provide (5-amino-3-bromo-pyridin-2-yl)-carbamic acid tert-butyl ester (85 mg, 94% yield) as a brown solid. Starting materials: CC(C)(C)OC(=O)CCNC(=O)c1ccc(O)cc1, CCCCP(CCCC)CCCC, Cc1ccccc1, CCCCCCC(CO)c1ccc(Cl)nc1, O=C(N=NC(=O)N1CCCCC1)N1CCCCC1. The product is CCCCCCC(COc1ccc(C(=O)NCCC(=O)OC(C)(C)C)cc1)c1ccc(Cl)nc1. RXN SMILES: [C:1]([CH3:2])([CH3:3])([CH3:4])[O:5][C:6]([CH2:7][CH2:8][NH:9][C:10]([c:11]1[cH:12][cH:13][c:14]([OH:17])[cH:15][cH:16]1)=[O:18])=[O:19].[CH2:36]([P:37]([CH2:38][CH2:39][CH2:40][CH3:41])[CH2:42][CH2:43][CH2:44][CH3:45])[CH2:46][CH2:47][CH3:48].[CH3:67][c:68]1[cH:69][cH:70][cH:71][cH:72][cH:73]1.[Cl:20][c:21]1[cH:22][cH:23][c:24]([CH:27]([CH2:28][OH:29])[CH2:30][CH2:31][CH2:32][CH2:33][CH2:34][CH3:35])[cH:25][n:26]1.[N:49]([C:50]([N:51]1[CH2:52][CH2:53][CH2:54][CH2:55][CH2:56]1)=[O:57])=[N:58][C:59]([N:60]1[CH2:61][CH2:62][CH2:63][CH2:64][CH2:65]1)=[O:66]>>[C:1]([CH3:2])([CH3:3])([CH3:4])[O:5][C:6]([CH2:7][CH2:8][NH:9][C:10]([c:11]1[cH:12][cH:13][c:14]([O:17][CH2:28][CH:27]([c:24]2[cH:23][cH:22][c:21]([Cl:20])[n:26][cH:25]2)[CH2:30][CH2:31][CH2:32][CH2:33][CH2:34][CH3:35])[cH:15][cH:16]1)=[O:18])=[O:19]. Starting materials: COC1=C2C=C(N(C2=CC=C1)C)C(=O)Cl (4-methoxy-1-methyl-1H-indole-2-carbonyl chloride), NC1=C(C=C(C=C1)C=1N=C(N2C1C(=NC=C2)C)[C@@H]2CC[C@H](CC2)N2CCN(CC2)C)O (2-amino-5-(8-methyl-3-((trans)-4-(4-methylpiperazin-1-yl)cyclohexyl)imidazo[1,5-a]pyrazin-1-yl)phenol), C(C)(C)N(C(C)C)CC (N,N-diisopropylethylamine). Solvent: ClCCl (dichloromethane). Conditions: time 1 hour. The product is OC1=C(C=CC(=C1)C=1N=C(N2C1C(=NC=C2)C)[C@@H]2CC[C@H](CC2)N2CCN(CC2)C)NC(=O)C=2N(C1=CC=CC(=C1C2)OC)C (N-(2-hydroxy-4-(8-methyl-3-((trans)-4-(4-methylpiperazin-1-yl)cyclohexyl)imidazo[1,5-a]pyrazin-1-yl)phenyl)-4-methoxy-1-methyl-1H-indole-2-carboxamide). Isolated yield 24.0%. As a reaction SMILES: [CH3:1][O:2][C:3]1[CH:11]=[CH:10][CH:9]=[C:8]2[C:4]=1[CH:5]=[C:6]([C:13](Cl)=[O:14])[N:7]2[CH3:12].[NH2:16][C:17]1[CH:22]=[CH:21][C:20]([C:23]2[N:24]=[C:25]([C@H:33]3[CH2:38][CH2:37][C@H:36]([N:39]4[CH2:44][CH2:43][N:42]([CH3:45])[CH2:41][CH2:40]4)[CH2:35][CH2:34]3)[N:26]3[CH:31]=[CH:30][N:29]=[C:28]([CH3:32])[C:27]=23)=[CH:19][C:18]=1[OH:46].C(N(CC)C(C)C)(C)C>ClCCl>[OH:46][C:18]1[CH:19]=[C:20]([C:23]2[N:24]=[C:25]([C@H:33]3[CH2:38][CH2:37][C@H:36]([N:39]4[CH2:44][CH2:43][N:42]([CH3:45])[CH2:41][CH2:40]4)[CH2:35][CH2:34]3)[N:26]3[CH:31]=[CH:30][N:29]=[C:28]([CH3:32])[C:27]=23)[CH:21]=[CH:22][C:17]=1[NH:16][C:13]([C:6]1[N:7]([CH3:12])[C:8]2[C:4]([CH:5]=1)=[C:3]([O:2][CH3:1])[CH:11]=[CH:10][CH:9]=2)=[O:14]. Reported procedure: Under a nitrogen atmosphere 4-methoxy-1-methyl-1H-indole-2-carbonyl chloride (described in example 2g) (0.048 mmol, 10.64 mg) was added to a solution of 2-amino-5-(8-methyl-3-((trans)-4-(4-methylpiperazin-1-yl)cyclohexyl)imidazo[1,5-a]pyrazin-1-yl)phenol (116 mg impure material) and N,N-diisopropylethylamine (0.145 mmol, 24 μl) in dichloromethane at 0° C. The mixture was stirred at room temperature for one hour. Purification by column chromatography (silica gel; gradient of dichloromethane to di... The reactants are NC=1C(=CC=CC1)C (o-toluidine), C(CC(=O)C)(=O)OC (methyl acetoacetate). Run at time 8 hour. Yields the product CC1=C(C=CC=C1)N\C(=C/C(=O)OC)\C (methyl 3-(2-methylphenyl)aminocrotonate). RXN SMILES: [NH2:1][C:2]1[C:3]([CH3:8])=[CH:4][CH:5]=[CH:6][CH:7]=1.[C:9]([O:15][CH3:16])(=[O:14])[CH2:10][C:11]([CH3:13])=O>>[CH3:8][C:3]1[CH:4]=[CH:5][CH:6]=[CH:7][C:2]=1[NH:1]/[C:11](/[CH3:13])=[CH:10]\[C:9]([O:15][CH3:16])=[O:14]. Procedure details: In a manner similar to that previously described, 96.4 grams (0.9 mole) of o-toluidine is added dropwise to a solution of 116 grams (1 mole) of methyl acetoacetate and the reaction mixture allowed to stand overnight to obtain methyl 3-(2-methylphenyl)aminocrotonate. The reactants are COC(=O)c1ccc(O)cn1, CN(C)C=O, O=S(=O)(OCC(F)(F)F)C(F)(F)F, [H-], [Na+], [Na+], [Na+], O=C([O-])[O-]. The product is COC(=O)c1ccc(OCC(F)(F)F)cn1. RXN SMILES: [CH3:1][O:2][C:3](=[O:4])[c:5]1[n:6][cH:7][c:8]([OH:11])[cH:9][cH:10]1.[CH3:33][N:34]([CH3:35])[CH:36]=[O:37].[F:14][C:15]([CH2:16][O:17][S:18]([C:19]([F:20])([F:21])[F:22])(=[O:23])=[O:24])([F:25])[F:26].[H-:12].[Na+:13].[Na+:27].[Na+:28].[O-:29][C:30](=[O:31])[O-:32]>>[CH3:1][O:2][C:3](=[O:4])[c:5]1[n:6][cH:7][c:8]([O:11][CH2:16][C:15]([F:14])([F:25])[F:26])[cH:9][cH:10]1. Starting materials: CCO, [Cl-], COc1nc(Cl)ccc1[N+](=O)[O-], [Fe], [NH4+], O. Product: COc1nc(Cl)ccc1NC=O. RXN SMILES: [CH3:15][CH2:16][OH:17].[Cl-:1].[Cl:3][c:4]1[cH:5][cH:6][c:7]([N+:12]([O-:13])=[O:14])[c:8]([O:10][CH3:11])[n:9]1.[Fe:19].[NH4+:2].[OH2:18]>>[Cl:3][c:4]1[cH:5][cH:6][c:7]([NH:12][CH:16]=[O:17])[c:8]([O:10][CH3:11])[n:9]1.